Dataset: the Open Reaction Database (ORD), a public repository of structured organic reaction records. Task: describe an organic reaction: reactants, conditions, products, and yield Reactants: O=S(Cl)Cl, c1ccccc1, O=C(O)c1cc2ccccc2[nH]1. Product: O=C(Cl)c1cc2ccccc2[nH]1. RXN SMILES: [S:13]([Cl:14])([Cl:15])=[O:16].[cH:17]1[cH:18][cH:19][cH:20][cH:21][cH:22]1.[nH:1]1[c:2]([C:10](=[O:11])[OH:12])[cH:3][c:4]2[cH:5][cH:6][cH:7][cH:8][c:9]12>>[nH:1]1[c:2]([C:10](=[O:12])[Cl:15])[cH:3][c:4]2[cH:5][cH:6][cH:7][cH:8][c:9]12. Starting materials: C(C1=CC=CC=C1)OC1=C(C(=CC=C1)OC)C1OC(C(N1)=O)(C)C (2-(2-benzyloxy-6-methoxy-phenyl)-5,5-dimethyl-oxazolidin-4-one), [H-].[Na+] (NaH), O (water), BrCC1=CC=C(C=C1)OC1=CC=CC=C1 (1-(bromomethyl)-4-phenoxybenzene). The solvent is CCCCCCC (n-heptane), CN(C)C=O (DMF). Run at temperature 0 celsius, time 15 minute. Product: C(C1=CC=CC=C1)OC1=C(C(=CC=C1)OC)C1OC(C(N1CC1=CC=C(C=C1)OC1=CC=CC=C1)=O)(C)C (2-(2-benzyloxy-6-methoxy-phenyl)-5,5-dimethyl-3-(4-phenoxy-benzyl)-oxazolidin-4-one). The yield is 77.6%. RXN SMILES: [CH2:1]([O:8][C:9]1[CH:14]=[CH:13][CH:12]=[C:11]([O:15][CH3:16])[C:10]=1[CH:17]1[NH:21][C:20](=[O:22])[C:19]([CH3:24])([CH3:23])[O:18]1)[C:2]1[CH:7]=[CH:6][CH:5]=[CH:4][CH:3]=1.[H-].[Na+].Br[CH2:28][C:29]1[CH:34]=[CH:33][C:32]([O:35][C:36]2[CH:41]=[CH:40][CH:39]=[CH:38][CH:37]=2)=[CH:31][CH:30]=1.O>CN(C=O)C.CCCCCCC>[CH2:1]([O:8][C:9]1[CH:14]=[CH:13][CH:12]=[C:11]([O:15][CH3:16])[C:10]=1[CH:17]1[N:21]([CH2:28][C:29]2[CH:34]=[CH:33][C:32]([O:35][C:36]3[CH:37]=[CH:38][CH:39]=[CH:40][CH:41]=3)=[CH:31][CH:30]=2)[C:20](=[O:22])[C:19]([CH3:24])([CH3:23])[O:18]1)[C:2]1[CH:7]=[CH:6][CH:5]=[CH:4][CH:3]=1 |f:1.2|. Procedure details: To a cold (0° C.) solution of 2-(2-benzyloxy-6-methoxy-phenyl)-5,5-dimethyl-oxazolidin-4-one (410 mg) in dry DMF (5 mL) is added portionwise NaH 90% (45 mg, 1.5 eq). The reaction mixture is stirred for 15 min at 0° C. and then commercially available 1-(bromomethyl)-4-phenoxybenzene (395 mg, 1.2 eq) is added and the reaction mixture is stirred at RT for 1 h. The reaction mixture is poured into water, extracted with DCM. The combined organic extracts are dried (MgSO4), filtered and concentrated to... Starting materials: [N+](=O)(O)[O-] (nitric acid), N(=O)[O-].[Na+] (sodium nitrite), OCC1=CN=C(N1CC(C)C)S (5-hydroxymethyl-1-isobutyl-2-mercaptoimidazole), C([O-])([O-])=O.[K+].[K+] (potassium carbonate). Solvent: O (water). Run at time 2 hour. Yields the product OCC1=CN=CN1CC(C)C (5-hydroxymethyl-1-isobutylimidazole). Yield: 23.8%. As a reaction SMILES: [N+]([O-])(O)=O.N([O-])=O.[Na+].[OH:9][CH2:10][C:11]1[N:15]([CH2:16][CH:17]([CH3:19])[CH3:18])[C:14](S)=[N:13][CH:12]=1.C(=O)([O-])[O-].[K+].[K+]>O>[OH:9][CH2:10][C:11]1[N:15]([CH2:16][CH:17]([CH3:19])[CH3:18])[CH:14]=[N:13][CH:12]=1 |f:1.2,4.5.6|. Procedure: To 5.0M nitric acid (70 ml) was added sodium nitrite (215 mg), and 5-hydroxymethyl-1-isobutyl-2-mercaptoimidazole (14.5 g) was added by portions to the mixture at 0° C. The mixture was allowed to be at room temperature and the mixture was stirred for 2 hours, and water (100 ml) was added to the mixture. The mixture was neutralized with potassium carbonate at 0° C., and the solvent was distilled off under reduced pressure. Ethanol was added to the mixture, and the insolubles were filtered off, an... Starting materials: BrC=1C=C(C=CC1F)C=1N=C(N=NC1)C1=CC=C(C=C1)OC (5-(3-Bromo-4-fluorophenyl)-3-(4-methoxyphenyl)-[1,2,4]triazine), FC=1C(=NC=C(C1)F)[Sn](C)(C)C (3,5-difluoro-2-trimethylstannylpyridine). Yields the product FC=1C(=NC=C(C1)F)C=1C=C(C=CC1F)C=1N=C(N=NC1)C1=CC=C(C=C1)OC (5-[3-(3,5-difluoropyridin-2-yl)-4-fluorophenyl]-3-(4-methoxyphenyl)-[1,2,4]triazine). As a reaction SMILES: Br[C:2]1[CH:3]=[C:4]([C:9]2[N:10]=[C:11]([C:15]3[CH:20]=[CH:19][C:18]([O:21][CH3:22])=[CH:17][CH:16]=3)[N:12]=[N:13][CH:14]=2)[CH:5]=[CH:6][C:7]=1[F:8].[F:23][C:24]1[C:25]([Sn](C)(C)C)=[N:26][CH:27]=[C:28]([F:30])[CH:29]=1>>[F:23][C:24]1[C:25]([C:2]2[CH:3]=[C:4]([C:9]3[N:10]=[C:11]([C:15]4[CH:20]=[CH:19][C:18]([O:21][CH3:22])=[CH:17][CH:16]=4)[N:12]=[N:13][CH:14]=3)[CH:5]=[CH:6][C:7]=2[F:8])=[N:26][CH:27]=[C:28]([F:30])[CH:29]=1. Procedure: 5-(3-Bromo-4-fluorophenyl)-3-(4-methoxyphenyl)-[1,2,4]triazine was coupled to 3,5-difluoro-2-trimethylstannylpyridine using the method of Example 6 to give 5-[3-(3,5-difluoropyridin-2-yl)-4-fluorophenyl]-3-(4-methoxyphenyl)-[1,2,4]triazine, crystallised from hot 2-propanol as a pale yellow solid: δH (500 MHz, d6-DMSO) 3.88 (3H, s), 7.17 (2H, d, J 9.0 Hz), 7.69 (1H, t, J 9.1 Hz), 8.20 (1H, m), 8.52 (2H, d, J 9.0 Hz), 8.65-8.70 (2H, m), 8.77 (1H, d, J 2.2 Hz), 10.02 (1H, s); m/z (ES+) 395. Reactants: C[SiH](C)OC(C1C(OC2CCCCO2)CC(O)C1CC=CCCCC(=O)O)C(C)(C)C, C1=C(C2=NNCCCCCCCC2)CCCCCCCCC1, CI, CC#N. Yields the product COC(=O)CCCC=CCC1C(O)CC(OC2CCCCO2)C1C(O[SiH](C)C)C(C)(C)C. As a reaction SMILES: [C:1]([CH3:2])([CH3:3])([CH3:4])[CH:5]([CH:6]1[CH:7]([CH2:19][CH:20]=[CH:21][CH2:22][CH2:23][CH2:24][C:25](=[O:26])[OH:27])[CH:8]([OH:18])[CH2:9][CH:10]1[O:11][CH:12]1[O:13][CH2:14][CH2:15][CH2:16][CH2:17]1)[O:28][SiH:29]([CH3:30])[CH3:31].[C:32]1([C:33]2=[CH:43][CH2:42][CH2:41][CH2:40][CH2:39][CH2:38][CH2:37][CH2:36][CH2:35][CH2:34]2)=[N:53][NH:52][CH2:51][CH2:50][CH2:49][CH2:48][CH2:47][CH2:46][CH2:45][CH2:44]1.[CH3:54][I:55].[CH3:56][C:57]#[N:58]>>[C:1]([CH3:2])([CH3:3])([CH3:4])[CH:5]([CH:6]1[CH:7]([CH2:19][CH:20]=[CH:21][CH2:22][CH2:23][CH2:24][C:25](=[O:26])[O:27][CH3:32])[CH:8]([OH:18])[CH2:9][CH:10]1[O:11][CH:12]1[O:13][CH2:14][CH2:15][CH2:16][CH2:17]1)[O:28][SiH:29]([CH3:30])[CH3:31]. Reactants: C1(CCCC1)OC=1C=C(C=O)C=CC1OC (3-cyclopentoxy-4-methoxybenzaldehyde), [N+](=O)([O-])C (nitromethane), [OH-].[Na+] (sodium hydroxide). The solvent is O (water), CO (methanol). Conditions: time 4 hour. Yields the product C1(CCCC1)OC=1C=C(C=CC1OC)/C=C/[N+](=O)[O-] (2-(3-Cyclopentoxy-4-methoxyphenyl)-1-nitro-E-ethylene). RXN SMILES: [CH:1]1([O:6][C:7]2[CH:8]=[C:9]([CH:12]=[CH:13][C:14]=2[O:15][CH3:16])[CH:10]=O)[CH2:5][CH2:4][CH2:3][CH2:2]1.[N+:17]([CH3:20])([O-:19])=[O:18].[OH-].[Na+]>CO.O>[CH:1]1([O:6][C:7]2[CH:8]=[C:9](/[CH:10]=[CH:20]/[N+:17]([O-:19])=[O:18])[CH:12]=[CH:13][C:14]=2[O:15][CH3:16])[CH2:5][CH2:4][CH2:3][CH2:2]1 |f:2.3|. Reported procedure: To a stirred solution of 1.02 g (4.63 mmol) of 3-cyclopentoxy-4-methoxybenzaldehyde in 20 mL of methanol was added 0.3 mL (5.5 mmol) of nitromethane followed by 0.2 g (5.0 mmol) of sodium hydroxide in 5 mL of water in single portions. The mixture was stirred for 4 hours after which time the decomposing mixture was concentrated, diluted with 20 mL of water and acidified to pH 1 with concentrated hydrochloric acid. The aqueous solution was extracted with three, 10 mL portions of chloroform and the... Reactants: C=1C=CC2=C(C1)OCC(O2)C3=NCCN3.Cl (Idazoxan hydrochloride), Cl.N1(C=NCC1)C1COC2=C(O1)C=CC=C2 (2-(2-imidazolinyl)-1,4-benzodioxane hydrochloride). The product is C=1C=CC2=C(C1)OCC(O2)C3=NCCN3 (Idazoxan). As a reaction SMILES: [CH:1]1[CH:2]=[CH:3][C:4]2[O:10][CH:9]([C:11]3[NH:15][CH2:14][CH2:13][N:12]=3)[CH2:8][O:7][C:5]=2[CH:6]=1.Cl.Cl.N1(C2OC3C=CC=CC=3OC2)CCN=C1>>[CH:1]1[CH:2]=[CH:3][C:4]2[O:10][CH:9]([C:11]3[NH:15][CH2:14][CH2:13][N:12]=3)[CH2:8][O:7][C:5]=2[CH:6]=1 |f:0.1,2.3|. Procedure details: Idazoxan hydrochloride belongs to the category of α2-adrenoreceptor antagonists. The chemical name of this molecule is 2-(2-imidazolinyl)-1,4-benzodioxane hydrochloride and its molecular formula is C11H12N2O2HCl. Idazoxan is provided in the form of a slightly hygroscopic, white to substantially white powder which is readily soluble in water and methanol and which is soluble to fairly soluble in ethanol.